The task is: describe an organic reaction: reactants, conditions, products, and yield. This data is from the Open Reaction Database (ORD), a public repository of structured organic reaction records. The reactants are C(C)(=O)NC1CC2=CC=C(C=C2C1)C(=CCCCC(=O)O)C=1C=NC=CC1 (6-(2-acetylaminoindan-5-yl)-6-(3-pyridyl)hex-5-enoic acid), half, Cl (hydrochloric acid), Cl (hydrogen chloride), CO (methanol). Run at time 30 minute. Product: NC1CC2=CC=C(C=C2C1)C(=CCCCC(=O)OC)C=1C=NC=CC1 (Methyl 6-(2-aminoindan-5-yl)-6-(3-pyridyl)hex-5-enoate). As a reaction SMILES: C([NH:4][CH:5]1[CH2:13][C:12]2[C:7](=[CH:8][CH:9]=[C:10]([C:14]([C:22]3[CH:23]=[N:24][CH:25]=[CH:26][CH:27]=3)=[CH:15][CH2:16][CH2:17][CH2:18][C:19]([OH:21])=[O:20])[CH:11]=2)[CH2:6]1)(=O)C.Cl.[CH3:29]O>>[NH2:4][CH:5]1[CH2:13][C:12]2[C:7](=[CH:8][CH:9]=[C:10]([C:14]([C:22]3[CH:23]=[N:24][CH:25]=[CH:26][CH:27]=3)=[CH:15][CH2:16][CH2:17][CH2:18][C:19]([O:21][CH3:29])=[O:20])[CH:11]=2)[CH2:6]1. Procedure: 3.1 g of 6-(2-acetylaminoindan-5-yl)-6-(3-pyridyl)hex-5-enoic acid are refluxed for 15 hours with 20 ml of half concentrated hydrochloric acid and then rotary evaporated. The residue is then added to 50 ml of methanol saturated with dry hydrogen chloride. After 30 minutes stirring at ambient temperature the reaction mixture is rotary evaporated to dryness. The residue is taken up in 1N sodium hydroxide solution and adjusted to pH 10. It is then extracted 3 times with 50 ml of methylene chloride,... The reactants are C#CCN, O=Cc1ccccc1, [Mg+2], O=S(=O)([O-])[O-], c1ccccc1. Product: C#CCN=Cc1ccccc1. RXN SMILES: [CH2:7]([C:8]#[CH:9])[NH2:10].[CH:11](=[O:12])[c:13]1[cH:14][cH:15][cH:16][cH:17][cH:18]1.[Mg+2:1].[O-:2][S:3](=[O:4])(=[O:5])[O-:6].[cH:19]1[cH:20][cH:21][cH:22][cH:23][cH:24]1>>[CH2:7]([C:8]#[CH:9])[N:10]=[CH:11][c:13]1[cH:14][cH:15][cH:16][cH:17][cH:18]1.